describe an organic reaction: reactants, conditions, products, and yield From a dataset of the Open Reaction Database (ORD), a public repository of structured organic reaction records. Starting materials: C(C)(C)N1CCNCC1 (1-isopropyl-piperazine), [Mg+2].[Br-].[Br-] (MgBr2), O(CC)CC (OEt2), C(C)(C)N1CCN(CC1)C(=O)C=1C=NC(=CC1)CN1CCCCC1 ((4-Isopropyl-piperazin-1-yl)-(6-piperidin-1-ylmethyl-pyridin-3-yl)-methanone), COC(C1=CN=C(C=C1)CN1CCCCC1)=O (6-piperidin-1-ylmethyl-nicotinic acid methyl ester). The solvent is C1CCOC1 (THF), C1CCOC1 (THF). Yields the product N (NH3), C(C)(C)N1CCN(CC1)C(=O)C=1C=NC(=CC1)CN1CCCCC1 ((4-Isopropyl-piperazin-1-yl)-(6-piperidin-1-ylmethyl-pyridin-3-yl)-methanone). The yield is 70.0%. As a reaction SMILES: [CH:1]([N:4]1[CH2:9][CH2:8][N:7]([C:10]([C:12]2[CH:13]=[N:14][C:15]([CH2:18][N:19]3[CH2:24][CH2:23][CH2:22][CH2:21][CH2:20]3)=[CH:16][CH:17]=2)=[O:11])[CH2:6][CH2:5]1)([CH3:3])[CH3:2].COC(=O)C1C=CC(CN2CCCCC2)=NC=1.[Mg+2].[Br-].[Br-].O(CC)CC.C(N1CCNCC1)(C)C>C1COCC1>[NH3:4].[CH:1]([N:4]1[CH2:5][CH2:6][N:7]([C:10]([C:12]2[CH:13]=[N:14][C:15]([CH2:18][N:19]3[CH2:20][CH2:21][CH2:22][CH2:23][CH2:24]3)=[CH:16][CH:17]=2)=[O:11])[CH2:8][CH2:9]1)([CH3:3])[CH3:2] |f:2.3.4|. Procedure details: (4-Isopropyl-piperazin-1-yl)-(6-piperidin-1-ylmethyl-pyridin-3-yl)-methanone. A solution of 6-piperidin-1-ylmethyl-nicotinic acid methyl ester (0.300 g, 1.28 mmol), and MgBr2.OEt2 (0.900 g, 3.84 mmol) in THF (15 mL) was stirred for 15 min. A solution of 1-isopropyl-piperazine (0.325 g, 2.56 mmol) in THF (2 mL) was then added to the reaction drop-wise and the mixture was heated at reflux for 48 h. The reaction mixture was cooled to rt, concentrated, treated with 1 N aq. NaHCO3 (50 mL), and extrac... Starting materials: C(#N)[BH3-].[Na+] (sodium cyanoborohydride), FC1=CC=C2C=CC=NC2=C1N1CCC(CC1)=O (1-(7-fluoroquinolin-8-yl)piperidin-4-one), COC=1C=C2C=CC=NC2=C(C1)N1CCNCC1 (6-methyoxy-8-(1-piperazinyl)quinoline), C(#N)[BH3-].[Na+] (sodium cyanoborohydride). The solvent is CO (methanol), [Cl-].[Na+].O (brine). Reaction conditions: time 18 hour. Product: FC1=CC=C2C=CC=NC2=C1N1CCC(CC1)N1CCN(CC1)C=1C=C(C=C2C=CC=NC12)OC (8-{4-[1-(7-Fluoroquinolin-8-yl)piperidin-4-yl]piperazin-1-yl}-6-methoxyquinoline). RXN SMILES: [F:1][C:2]1[C:11]([N:12]2[CH2:17][CH2:16][C:15](=O)[CH2:14][CH2:13]2)=[C:10]2[C:5]([CH:6]=[CH:7][CH:8]=[N:9]2)=[CH:4][CH:3]=1.[CH3:19][O:20][C:21]1[CH:22]=[C:23]2[C:28](=[C:29]([N:31]3[CH2:36][CH2:35][NH:34][CH2:33][CH2:32]3)[CH:30]=1)[N:27]=[CH:26][CH:25]=[CH:24]2.C([BH3-])#N.[Na+]>CO.[Cl-].[Na+].O>[F:1][C:2]1[C:11]([N:12]2[CH2:17][CH2:16][CH:15]([N:34]3[CH2:35][CH2:36][N:31]([C:29]4[CH:30]=[C:21]([O:20][CH3:19])[CH:22]=[C:23]5[C:28]=4[N:27]=[CH:26][CH:25]=[CH:24]5)[CH2:32][CH2:33]3)[CH2:14][CH2:13]2)=[C:10]2[C:5]([CH:6]=[CH:7][CH:8]=[N:9]2)=[CH:4][CH:3]=1 |f:2.3,5.6.7|. Reported procedure: To a solution of 1-(7-fluoroquinolin-8-yl)piperidin-4-one (Step 3, 0.26 g) and 6-methyoxy-8-(1-piperazinyl)quinoline (Example A, Step 4; 0.26 g) in anhydrous methanol (10 mL) was added sodium cyanoborohydride (0.11 g). The resulting mixture was stirred at room temperature under nitrogen for 18 hours. An additional aliquot of sodium cyanoborohydride (0.11 g) was added and stirring at room temperature was continued for another 24 hours. The resulting reaction mixture was poured into brine and extr... Reactants: NCCCCCC(=O)O (6-aminocaproic acid), C([O-])(O)=O.[Na+] (sodium bicarbonate), C(C1=CC=CC=C1)OC(=O)ON1C(CCC1=O)=O (N-benzyloxycarbonyloxysuccinimide). Solvent: O (water), O1CCCC1 (tetrahydrofuran). Run at time 1 hour. Yields the product C(C1=CC=CC=C1)OC(=O)NCCCCCC(=O)O (N-benzyloxycarbonyl-6-aminocaproic acid). RXN SMILES: [NH2:1][CH2:2][CH2:3][CH2:4][CH2:5][CH2:6][C:7]([OH:9])=[O:8].C(=O)(O)[O-].[Na+].[CH2:15]([O:22][C:23](ON1C(=O)CCC1=O)=[O:24])[C:16]1[CH:21]=[CH:20][CH:19]=[CH:18][CH:17]=1>O.O1CCCC1>[CH2:15]([O:22][C:23]([NH:1][CH2:2][CH2:3][CH2:4][CH2:5][CH2:6][C:7]([OH:9])=[O:8])=[O:24])[C:16]1[CH:21]=[CH:20][CH:19]=[CH:18][CH:17]=1 |f:1.2|. Reported procedure: To a solution of 6-aminocaproic acid (7.8 g) and 5.0 g of sodium bicarbonate in 50 ml of water is added by dropwise addition 16 g of N-benzyloxycarbonyloxysuccinimide in 60 ml of tetrahydrofuran. The mixture is stirred for one hour at room temperature and then the tetrahydrofuran is removed at reduced pressure. The residue is acidified to pH 3 and extracted with methylene chloride and dried over anhydrous magnesium sulfate. The magnesium sulfate is removed by filtration and the solvent is remove...